The task is: describe an organic reaction: reactants, conditions, products, and yield. This data is from the Open Reaction Database (ORD), a public repository of structured organic reaction records. Product: CS(=O)(=O)Nc1ccc(N2CCN(c3ccncc3)CC2)cc1. The reactants are CS(=O)(=O)Cl, Nc1ccc(N2CCN(c3ccncc3)CC2)cc1, c1ccncc1. As a reaction SMILES: [CH3:1][S:2]([Cl:3])(=[O:4])=[O:5].[NH2:6][c:7]1[cH:8][cH:9][c:10]([N:13]2[CH2:14][CH2:15][N:16]([c:19]3[cH:20][cH:21][n:22][cH:23][cH:24]3)[CH2:17][CH2:18]2)[cH:11][cH:12]1.[cH:25]1[cH:26][cH:27][n:28][cH:29][cH:30]1>>[CH3:1][S:2](=[O:4])(=[O:5])[NH:6][c:7]1[cH:8][cH:9][c:10]([N:13]2[CH2:14][CH2:15][N:16]([c:19]3[cH:20][cH:21][n:22][cH:23][cH:24]3)[CH2:17][CH2:18]2)[cH:11][cH:12]1. Reactants: COC(=O)C(CC1CCCC1)c1ccc(S(C)(=O)=O)c([N+](=O)[O-])c1, CO, [Cl-], [NH4+], O, [Zn]. Product: COC(=O)C(CC1CCCC1)c1ccc(S(C)(=O)=O)c(N)c1. As a reaction SMILES: [CH3:1][O:2][C:3]([CH:4]([CH2:5][CH:6]1[CH2:7][CH2:8][CH2:9][CH2:10]1)[c:11]1[cH:12][c:13]([N+:21]([O-:22])=[O:23])[c:14]([S:17](=[O:18])(=[O:19])[CH3:20])[cH:15][cH:16]1)=[O:24].[CH3:27][OH:28].[Cl-:25].[NH4+:26].[OH2:29].[Zn:30]>>[CH3:1][O:2][C:3]([CH:4]([CH2:5][CH:6]1[CH2:7][CH2:8][CH2:9][CH2:10]1)[c:11]1[cH:12][c:13]([NH2:21])[c:14]([S:17](=[O:18])(=[O:19])[CH3:20])[cH:15][cH:16]1)=[O:24]. Reactants: Brc1cccnc1, CCOC(=O)CCCCCCC(=O)c1ccc(Br)cc1, C1CCOC1, COB(OC)OC, CCOCC, [Li]CCCC, O, c1ccc(P(c2ccccc2)(c2ccccc2)[Pd](P(c2ccccc2)(c2ccccc2)c2ccccc2)(P(c2ccccc2)(c2ccccc2)c2ccccc2)P(c2ccccc2)(c2ccccc2)c2ccccc2)cc1. Yields the product CCOC(=O)CCCCCCC(=O)c1ccc(-c2cccnc2)cc1. Reaction SMILES: [Br:1][c:2]1[cH:3][n:4][cH:5][cH:6][cH:7]1.[Br:20][c:21]1[cH:22][cH:23][c:24]([C:25](=[O:26])[CH2:27][CH2:28][CH2:29][CH2:30][CH2:31][CH2:32][C:33](=[O:34])[O:35][CH2:36][CH3:37])[cH:38][cH:39]1.[CH2:45]1[O:46][CH2:47][CH2:48][CH2:49]1.[CH3:13][O:14][B:15]([O:16][CH3:17])[O:18][CH3:19].[CH3:40][CH2:41][O:42][CH2:43][CH3:44].[CH3:8][CH2:9][CH2:10][CH2:11][Li:12].[OH2:50].[cH:51]1[cH:52][cH:53][c:54]([P:55]([Pd:56]([P:57]([c:58]2[cH:59][cH:60][cH:61][cH:62][cH:63]2)([c:64]2[cH:65][cH:66][cH:67][cH:68][cH:69]2)[c:70]2[cH:71][cH:72][cH:73][cH:74][cH:75]2)([P:76]([c:77]2[cH:78][cH:79][cH:80][cH:81][cH:82]2)([c:83]2[cH:84][cH:85][cH:86][cH:87][cH:88]2)[c:89]2[cH:90][cH:91][cH:92][cH:93][cH:94]2)[P:95]([c:96]2[cH:97][cH:98][cH:99][cH:100][cH:101]2)([c:102]2[cH:103][cH:104][cH:105][cH:106][cH:107]2)[c:108]2[cH:109][cH:110][cH:111][cH:112][cH:113]2)([c:114]2[cH:115][cH:116][cH:117][cH:118][cH:119]2)[c:120]2[cH:121][cH:122][cH:123][cH:124][cH:125]2)[cH:126][cH:127]1>>[c:2]1(-[c:21]2[cH:22][cH:23][c:24]([C:25](=[O:26])[CH2:27][CH2:28][CH2:29][CH2:30][CH2:31][CH2:32][C:33](=[O:34])[O:35][CH2:36][CH3:37])[cH:38][cH:39]2)[cH:3][n:4][cH:5][cH:6][cH:7]1.